This data is from the Open Reaction Database (ORD), a public repository of structured organic reaction records. The task is: describe an organic reaction: reactants, conditions, products, and yield Reactants: O.O.O.O.O.O.[Cl-].[Cl-].[Cl-].[Cr+3] (chromium trichloride hexahydrate), Cr, N1=C(C=CC=C1)C(=O)[O-].[NH4+] (ammonium picolinate). Solvent: O (water). Run at temperature 3 celsius, time 1 hour. Yields the product N1=C(C=CC=C1)C(=O)[O-].[Cr+3].N1=C(C=CC=C1)C(=O)[O-].N1=C(C=CC=C1)C(=O)[O-] (Chromium(III) Picolinate). Isolated yield 90.0%. RXN SMILES: O.O.O.O.O.O.[Cl-].[Cl-].[Cl-].[Cr+3:10].[N:11]1[CH:16]=[CH:15][CH:14]=[CH:13][C:12]=1[C:17]([O-:19])=[O:18].[NH4+]>O>[N:11]1[CH:16]=[CH:15][CH:14]=[CH:13][C:12]=1[C:17]([O-:19])=[O:18].[Cr+3:10].[N:11]1[CH:16]=[CH:15][CH:14]=[CH:13][C:12]=1[C:17]([O-:19])=[O:18].[N:11]1[CH:16]=[CH:15][CH:14]=[CH:13][C:12]=1[C:17]([O-:19])=[O:18] |f:0.1.2.3.4.5.6.7.8.9,10.11,13.14.15.16|. Procedure: Aqueous chromium trichloride hexahydrate solution (23.95 g, 0.09 mol of Cr in 63 ml of water/was added dropwise over a period of 3.5 hours to an ammonium picolinate solution (271.4 g; 0.325 mol; 16.8%), pH 7.1, 73° C. in a 500 ml flask. The resulting violet solution was stirred for a further 1 hour and then slowly cooled to 3° C. After the red solid which had formed had settled out, the upper blue phase was decanted off. The solid was suspended in 100 ml of water for 30 min., and decantation was... The reactants are O (water), ClC1=NC=CC(=N1)Cl (2,4-dichloropyrimidine), N[C@H]1CN(CCC1)C(=O)OC(C)(C)C ((R)-tert-butyl 3-aminopiperidine-1-carboxylate), NN-diisopropylethylamine. Run in CN(C)C=O (N,N′-dimethylformamide). Run at temperature 90 celsius. The product is ClC1=NC=CC(=N1)N[C@H]1CN(CCC1)C(=O)OC(C)(C)C ((R)-Tert-butyl 3-(2-chloropyrimidin-4-ylamino)piperidine-1-carboxylate). The yield is 68.5%. RXN SMILES: [Cl:1][C:2]1[N:7]=[C:6](Cl)[CH:5]=[CH:4][N:3]=1.[NH2:9][C@@H:10]1[CH2:15][CH2:14][CH2:13][N:12]([C:16]([O:18][C:19]([CH3:22])([CH3:21])[CH3:20])=[O:17])[CH2:11]1.O>CN(C=O)C>[Cl:1][C:2]1[N:7]=[C:6]([NH:9][C@@H:10]2[CH2:15][CH2:14][CH2:13][N:12]([C:16]([O:18][C:19]([CH3:22])([CH3:21])[CH3:20])=[O:17])[CH2:11]2)[CH:5]=[CH:4][N:3]=1. Reported procedure: A solution of 2,4-dichloropyrimidine (2.0 g, 13.4 mmol), (R)-tert-butyl 3-aminopiperidine-1-carboxylate (2.7 g, 13.5 mmol) and NN-diisopropylethylamine (2.3 mL, 13.4 mmol) in N,N′-dimethylformamide (15 mL) was stirred and heated overnight at 90° C. After cooling to ambient temperature, water was added and the resulting mixture was extracted with ethyl acetate. The organic phase was washed with water and brine, dried (MgSO4), filtered and the solvent was evaporated under reduced pressure. The res... Starting materials: C(#N)C=1C=C2C(=NC1)NC=C2C=2C=C(CNC(=O)C=1C(N(C=CC1)CC1=CC(=C(C=C1)F)F)=O)C=CC2 (1-(3,4-Difluoro-benzyl)-2-oxo-1,2-dihydro-pyridine-3-carboxylic acid 3-(5-cyano-1H-pyrrolo[2,3-b]pyridin-3-yl)-benzylamide), FC=1C=C2C(=NC1)NC=C2I (5-Fluoro-3-iodo-1H-pyrrolo[2,3-b]pyridine), substituted bicyclic heterocycle, FC=1C=C(CN2C(C(=CC=C2)C(=O)NCC=2C=C(C=CC2)B(O)O)=O)C=CC1F (3-({[1-(3,4-Difluoro-benzyl)-2-oxo-1,2-dihydro-pyridine-3-carbonyl]-amino}-methyl)-phenylboronic acid), [B] (boron). Yields the product FC=1C=C2C(=NC1)NC=C2C=2C=C(CNC(=O)C=1C(N(C=CC1)CC1=CC(=C(C=C1)F)F)=O)C=CC2 (1-(3,4-Difluoro-benzyl)-2-oxo-1,2-dihydro-pyridine-3-carboxylic acid 3-(5-fluoro-1H-pyrrolo[2,3-b]pyridin-3-yl)-benzylamide). Reaction SMILES: C([C:3]1[CH:4]=[C:5]2[C:11]([C:12]3[CH:13]=[C:14]([CH:35]=[CH:36][CH:37]=3)[CH2:15][NH:16][C:17]([C:19]3[C:20](=[O:34])[N:21]([CH2:25][C:26]4[CH:31]=[CH:30][C:29]([F:32])=[C:28]([F:33])[CH:27]=4)[CH:22]=[CH:23][CH:24]=3)=[O:18])=[CH:10][NH:9][C:6]2=[N:7][CH:8]=1)#N.[F:38]C1C=C(C=CC=1F)CN1C=CC=C(C(NCC2C=C(B(O)O)C=CC=2)=O)C1=O.[B].FC1C=C2C(I)=CNC2=NC=1>>[F:38][C:3]1[CH:4]=[C:5]2[C:11]([C:12]3[CH:13]=[C:14]([CH:35]=[CH:36][CH:37]=3)[CH2:15][NH:16][C:17]([C:19]3[C:20](=[O:34])[N:21]([CH2:25][C:26]4[CH:31]=[CH:30][C:29]([F:32])=[C:28]([F:33])[CH:27]=4)[CH:22]=[CH:23][CH:24]=3)=[O:18])=[CH:10][NH:9][C:6]2=[N:7][CH:8]=1. Reported procedure: Except where indicated, 1-(3,4-Difluoro-benzyl)-2-oxo-1,2-dihydro-pyridine-3-carboxylic acid 3-(5-fluoro-1H-pyrrolo[2,3-b]pyridin-3-yl)-benzylamide was synthesized as per Example 68, 1-(3,4-Difluoro-benzyl)-2-oxo-1,2-dihydro-pyridine-3-carboxylic acid 3-(5-cyano-1H-pyrrolo[2,3-b]pyridin-3-yl)-benzylamide using 3-({[1-(3,4-Difluoro-benzyl)-2-oxo-1,2-dihydro-pyridine-3-carbonyl]-amino}-methyl)-phenylboronic acid as activated boron species and 5-Fluoro-3-iodo-1H-pyrrolo[2,3-b]pyridine as substitute... Starting materials: C(CCC)OC1=NC(=C2N=C(N(C2=N1)CCCC1NCCCC1)OC)N (2-(Butyloxy)-8-(methyloxy)-9-[3-(2-piperidinyl)propyl]-9H-purin-6-amine), NC1=C2N=C(N(C2=NC(=N1)OCCCC)CCC1CN(CCC1)C(=O)OCC1=CC=CC=C1)OC (phenylmethyl 3-{2-[6-amino-2-(butyloxy)-8-(methyloxy)-9H-purin-9-yl]ethyl}-1-piperidinecarboxylate). Yields the product C(CCC)OC1=NC(=C2N=C(N(C2=N1)CCC1CNCCC1)OC)N (2-(Butyloxy)-8-(methyloxy)-9-[2-(3-piperidinyl)ethyl]-9H-purin-6-amine). As a reaction SMILES: [CH2:1]([O:5][C:6]1[N:14]=[C:13]2[C:9]([N:10]=[C:11]([O:24][CH3:25])[N:12]2[CH2:15][CH2:16][CH2:17][CH:18]2C[CH2:22][CH2:21][CH2:20][NH:19]2)=[C:8]([NH2:26])[N:7]=1)[CH2:2][CH2:3][CH3:4].NC1N=C(OCCCC)N=C2C=1N=C(OC)N2CCC1CCCN(C(OCC2C=CC=CC=2)=O)C1>>[CH2:1]([O:5][C:6]1[N:14]=[C:13]2[C:9]([N:10]=[C:11]([O:24][CH3:25])[N:12]2[CH2:15][CH2:16][CH:17]2[CH2:22][CH2:21][CH2:20][NH:19][CH2:18]2)=[C:8]([NH2:26])[N:7]=1)[CH2:2][CH2:3][CH3:4]. Procedure details: Prepared similarly to Intermediate 32 from phenylmethyl 3-{2-[6-amino-2-(butyloxy)-8-(methyloxy)-9H-purin-9-yl]ethyl}-1-piperidinecarboxylate. Reactants: ClC1=CC=C(C=C1)S(=O)(=O)C(C#N)=C(SC)NC1=CC(=CC(=C1)OC)OC (2-(4-Chlorophenylsulfonyl)-3-(3,5-dimethoxyphenylamino)-3-methylsulfanyl-2-propenenitrile), CC(CC)(C)N (1,1-dimethylpropylamine). The product is ClC1=CC=C(C=C1)S(=O)(=O)C(C#N)=C(NC(CC)(C)C)NC1=CC(=CC(=C1)OC)OC (2-(4-Chlorophenylsulfonyl)-3-(3,5-dimethoxyphenylamino)-3-(1,1-dimethylpropylamino)-2-propenenitrile). The yield is 26.0%. RXN SMILES: [Cl:1][C:2]1[CH:7]=[CH:6][C:5]([S:8]([C:11](=[C:14]([NH:17][C:18]2[CH:23]=[C:22]([O:24][CH3:25])[CH:21]=[C:20]([O:26][CH3:27])[CH:19]=2)SC)[C:12]#[N:13])(=[O:10])=[O:9])=[CH:4][CH:3]=1.[CH3:28][C:29]([NH2:33])([CH3:32])[CH2:30][CH3:31]>>[Cl:1][C:2]1[CH:7]=[CH:6][C:5]([S:8]([C:11](=[C:14]([NH:17][C:18]2[CH:23]=[C:22]([O:24][CH3:25])[CH:21]=[C:20]([O:26][CH3:27])[CH:19]=2)[NH:33][C:29]([CH3:32])([CH3:28])[CH2:30][CH3:31])[C:12]#[N:13])(=[O:10])=[O:9])=[CH:4][CH:3]=1. Procedure details: 2-(4-Chlorophenylsulfonyl)-3-(3,5-dimethoxyphenylamino)-3-methylsulfanyl-2-propenenitrile (0.30 g, 0.7 mmol) was stirred in 1,1-dimethylpropylamine (1 ml) for 17 h at 100° C. in a sealed flask under nitrogen. Work-up as described in Example 17, 2) without chromatography gave 84 mg (26%) of the title compound. Mp 189-190° C. 1H NMR (200 MHz, CDCl3): δ=0.95 (t, 3H), 1.35 (s, 6H), 1.65 (q, 2H), 3.62 (s, 6H), 6.20 (t, 1H) 6.45 (br s, 1H), 7.0 (br s, 1H), 7.50 (dt, 2H), 7.83 (dt, 2H); Analysis: calc....